This data is from the Open Reaction Database (ORD), a public repository of structured organic reaction records. The task is: describe an organic reaction: reactants, conditions, products, and yield Reactants: BrCBr, CC(=O)OC1CC(n2cnc3c(N)ncnc32)OC1CO[Si](C)(C)C(C)(C)C, CC(C)(C)ON=O, C[Si](C)(C)Br, ClCCl, [Na+], O=C([O-])O. The product is CC(=O)OC1CC(n2cnc3c(Br)ncnc32)OC1CO[Si](C)(C)C(C)(C)C. As a reaction SMILES: [Br:46][CH2:47][Br:48].[C:1]([CH3:2])(=[O:3])[O:4][CH:5]1[CH:6]([CH2:20][O:21][Si:22]([CH3:23])([CH3:24])[C:25]([CH3:26])([CH3:27])[CH3:28])[O:7][CH:8]([n:10]2[c:11]3[n:12][cH:13][n:14][c:15]([NH2:19])[c:16]3[n:17][cH:18]2)[CH2:9]1.[C:34]([O:35][N:36]=[O:37])([CH3:38])([CH3:39])[CH3:40].[CH3:29][Si:30]([CH3:31])([CH3:32])[Br:33].[Cl:49][CH2:50][Cl:51].[Na+:45].[O-:41][C:42]([OH:43])=[O:44]>>[C:1]([CH3:2])(=[O:3])[O:4][CH:5]1[CH:6]([CH2:20][O:21][Si:22]([CH3:23])([CH3:24])[C:25]([CH3:26])([CH3:27])[CH3:28])[O:7][CH:8]([n:10]2[c:11]3[n:12][cH:13][n:14][c:15]([Br:33])[c:16]3[n:17][cH:18]2)[CH2:9]1. Starting materials: CC(C)(C)OC(=O)NN, COC(CCC(=O)C1CCCN(C(=O)OCc2ccccc2)C1)OC, ClCCl, O, Cc1ccc(S(=O)(=O)O)cc1. Yields the product COC(CCC(=NNC(=O)OC(C)(C)C)C1CCCN(C(=O)OCc2ccccc2)C1)OC. Reaction SMILES: [C:26]([CH3:27])([CH3:28])([CH3:29])[O:30][C:31]([NH:32][NH2:33])=[O:34].[CH2:1]([c:2]1[cH:3][cH:4][cH:5][cH:6][cH:7]1)[O:8][C:9](=[O:10])[N:11]1[CH2:12][CH:13]([C:17]([CH2:18][CH2:19][CH:20]([O:21][CH3:22])[O:23][CH3:24])=[O:25])[CH2:14][CH2:15][CH2:16]1.[Cl:47][CH2:48][Cl:49].[OH2:35].[c:36]1([CH3:37])[cH:38][cH:39][c:40]([S:41]([OH:42])(=[O:43])=[O:44])[cH:45][cH:46]1>>[CH2:1]([c:2]1[cH:3][cH:4][cH:5][cH:6][cH:7]1)[O:8][C:9](=[O:10])[N:11]1[CH2:12][CH:13]([C:17]([CH2:18][CH2:19][CH:20]([O:21][CH3:22])[O:23][CH3:24])=[N:33][NH:32][C:31]([O:30][C:26]([CH3:27])([CH3:28])[CH3:29])=[O:34])[CH2:14][CH2:15][CH2:16]1. Starting materials: CC(C)(C)OC(=O)NCc1cc(CN(Cc2ccc(F)cc2)S(=O)(=O)c2cc(Cl)cc(Cl)c2O)cc(Oc2ccc(F)cc2)c1, ClCCl, O=C(O)C(F)(F)F. The product is NCc1cc(CN(Cc2ccc(F)cc2)S(=O)(=O)c2cc(Cl)cc(Cl)c2O)cc(Oc2ccc(F)cc2)c1. Reaction SMILES: [Cl:1][c:2]1[c:3]([OH:45])[c:4]([S:9](=[O:10])(=[O:11])[N:12]([CH2:13][c:14]2[cH:15][cH:16][c:17]([F:20])[cH:18][cH:19]2)[CH2:21][c:22]2[cH:23][c:24]([CH2:25][NH:26][C:27](=[O:28])[O:29][C:30]([CH3:31])([CH3:32])[CH3:33])[cH:34][c:35]([O:37][c:38]3[cH:39][cH:40][c:41]([F:44])[cH:42][cH:43]3)[cH:36]2)[cH:5][c:6]([Cl:8])[cH:7]1.[Cl:53][CH2:54][Cl:55].[F:46][C:47]([F:48])([F:49])[C:50]([OH:51])=[O:52]>>[Cl:1][c:2]1[c:3]([OH:45])[c:4]([S:9](=[O:10])(=[O:11])[N:12]([CH2:13][c:14]2[cH:15][cH:16][c:17]([F:20])[cH:18][cH:19]2)[CH2:21][c:22]2[cH:23][c:24]([CH2:25][NH2:26])[cH:34][c:35]([O:37][c:38]3[cH:39][cH:40][c:41]([F:44])[cH:42][cH:43]3)[cH:36]2)[cH:5][c:6]([Cl:8])[cH:7]1. The product is C(C=C)OC1CC(N(C(C1)(C)C)OCCCCCCCC)(C)C (4-Allyloxy-1-octyloxy-2,2,6,6-tetramethylpiperidine). Reactants: CCCCCCC (heptane), [H-].[Na+] (Sodium hydride), OC1CC(N(C(C1)(C)C)OCCCCCCCC)(C)C (4-hydroxy-1-octyloxy-2,2,6,6-tetramethylpiperidine), C(C=C)Br (allyl bromide). Run at temperature 35 celsius. Reported procedure: Sodium hydride (2.65 grams, 110 mmol) is added to a solution of 30.0 grams (105 mmol) of 4-hydroxy-1-octyloxy-2,2,6,6-tetramethylpiperidine in 150 ml of tetrahydrofuran under nitrogen. The reaction mixture is heated at reflux for three hours, cooled to 35° C., and treated with 12.7 grams (110 mmol) of allyl bromide. The reaction mixture is heated at reflux for one hour, then partitioned between ethyl acetate (150 ml) and water (50 ml). The organic layer is washed with saturated sodium chloride s... RXN SMILES: [H-].[Na+].[OH:3][CH:4]1[CH2:9][C:8]([CH3:11])([CH3:10])[N:7]([O:12][CH2:13][CH2:14][CH2:15][CH2:16][CH2:17][CH2:18][CH2:19][CH3:20])[C:6]([CH3:22])([CH3:21])[CH2:5]1.[CH2:23](Br)[CH:24]=[CH2:25].CCCCCCC>O1CCCC1.C(OCC)(=O)C>[CH2:25]([O:3][CH:4]1[CH2:9][C:8]([CH3:10])([CH3:11])[N:7]([O:12][CH2:13][CH2:14][CH2:15][CH2:16][CH2:17][CH2:18][CH2:19][CH3:20])[C:6]([CH3:21])([CH3:22])[CH2:5]1)[CH:24]=[CH2:23] |f:0.1|. The solvent is C(C)(=O)OCC (ethyl acetate), O1CCCC1 (tetrahydrofuran). Isolated yield 69.9%. Starting materials: N1=CC=CC=C1 (pyridine), C(C)(=O)OC(C)=O (acetic anhydride), N,N-dimethylaminopyridine, N1CCC(CC1)NC(OC(C)(C)C)=O (O-tert-butyl N-(piperidin-4-yl)carbamate). Run in ClCCl (dichloromethane), ClCCl (dichloromethane). Reaction conditions: time 3 hour. Yields the product C(C)(=O)N1CCC(CC1)NC(OC(C)(C)C)=O (O-tert-butyl N-(1-acetylpiperidin-4-yl)carbamate). As a reaction SMILES: [NH:1]1[CH2:6][CH2:5][CH:4]([NH:7][C:8](=[O:14])[O:9][C:10]([CH3:13])([CH3:12])[CH3:11])[CH2:3][CH2:2]1.N1C=CC=CC=1.[C:21](OC(=O)C)(=[O:23])[CH3:22]>ClCCl>[C:21]([N:1]1[CH2:2][CH2:3][CH:4]([NH:7][C:8](=[O:14])[O:9][C:10]([CH3:11])([CH3:13])[CH3:12])[CH2:5][CH2:6]1)(=[O:23])[CH3:22]. Procedure: To a suspension of O-tert-butyl N-(piperidin-4-yl)carbamate (4.0 g) in dichloromethane (40 ml) were added pyridine (1.94 ml), dichloromethane (40 ml), acetic anhydride (20.8 ml) and then N,N-dimethylaminopyridine (0.1 g) at ambient temperature. After stirring for 3 hours, the mixture was washed with 0.1N hydrochloric acid, water, and brine. After drying with magnesium sulfate, the solvents were removed under reduced pressure. After rinse with diisopropyl ether, O-tert-butyl N-(1-acetylpiperidin-... Starting materials: ClC1=NC=CC=N1 (2-chloropyrimidine), [Li+].CC(C)[N-]C(C)C (LDA), C(C)(C)NC(C)C (diisopropyl amine), [Li]CCCC (n-BuLi), [NH4+].[Cl-] (NH4Cl), [Li+].CC(C)[N-]C(C)C (LDA), C(CCC)[SnH](CCCC)CCCC (tributyltin hydride). Solvent: C1CCOC1 (THF), C1CCOC1 (THF), C1CCOC1 (THF). Conditions: temperature -78 celsius, time 15 minute. Product: C(CCC)[Sn](C1=NC=CC=N1)(CCCC)CCCC (2-Tributylstannylpyrimidine). Reaction SMILES: [Li+].CC([N-]C(C)C)C.C(NC(C)C)(C)C.[Li]CCCC.[CH2:21]([SnH:25]([CH2:30][CH2:31][CH2:32][CH3:33])[CH2:26][CH2:27][CH2:28][CH3:29])[CH2:22][CH2:23][CH3:24].Cl[C:35]1[N:40]=[CH:39][CH:38]=[CH:37][N:36]=1.[NH4+].[Cl-]>C1COCC1>[CH2:30]([Sn:25]([CH2:21][CH2:22][CH2:23][CH3:24])([CH2:26][CH2:27][CH2:28][CH3:29])[C:35]1[N:40]=[CH:39][CH:38]=[CH:37][N:36]=1)[CH2:31][CH2:32][CH3:33] |f:0.1,6.7|. Reported procedure: Prepare this compound according to the procedure described by Sandosham et al, Tetrahedron (1994), 50, 275-284). Prepare fresh LDA from diisopropyl amine (25 ml, 178 mmol) and n-BuLi (2.5 M, 70 ml, 175 mmol) in THF (230 ml). Treat the LDA solution with a solution of tributyltin hydride (142 ml, 156 mmol) in THF (30 ml) dropwise at 0° C. and stir for an additional 15 min after completion of addition. Cool the reaction mixture to −78° C., add a solution of 2-chloropyrimidine (15 g, 131 mmol) in TH... Run in O (water). As a reaction SMILES: [NH2:1][C:2]1[N:7]([CH3:8])[C:6](=[O:9])[N:5]([CH3:10])[C:4](=[O:11])[C:3]=1[N:12]=O.S(S([O-])=O)([O-])=O.[Na+].[Na+]>O>[NH2:12][C:3]1[C:4](=[O:11])[N:5]([CH3:10])[C:6](=[O:9])[N:7]([CH3:8])[C:2]=1[NH2:1] |f:1.2.3|. The product is NC=1C(N(C(N(C1N)C)=O)C)=O (5,6-diamino-1,3-dimethyl-1H-pyrimidine-2,4-dione). Run at temperature 80 celsius. Reported procedure: Crude 6-amino-1,3-dimethyl-5-nitroso-1H-pyrimidine-2,4-dione (5 mmol) was suspended in water (7 mL) at 40° C. and treated with sodium dithionite (17.5 mmol). After 20 minutes at 40° C. the reaction mixture was warmed to 80° C. for 30 mins and then cooled in ice for 30 mins. The precipitate was isolated by filtration, washed with cold water and dried in vacuo to give crude 5,6-diamino-1,3-dimethyl-1H-pyrimidine-2,4-dione as a light beige solid which was of sufficient purity for subsequent use wit... The reactants are NC1=C(C(N(C(N1C)=O)C)=O)N=O (6-amino-1,3-dimethyl-5-nitroso-1H-pyrimidine-2,4-dione), S(=O)([O-])S(=O)[O-].[Na+].[Na+] (sodium dithionite).